From a dataset of the Open Reaction Database (ORD), a public repository of structured organic reaction records. describe an organic reaction: reactants, conditions, products, and yield Reactants: C(C1=CC=CC=C1)OC([C@H](CC(N)=S)NC(=O)OC(C)(C)C)=O (2-(S)-tert-butoxycarbonylamino-3-thiocarbamoyl-propionic acid benzyl ester), C(C)OC(CBr)([O-])OCC (bromoacetate diethylacetal). The solvent is C(OC)COC (dimethoxyethane). The product is C(C1=CC=CC=C1)OC([C@H](CC=1SC=CN1)NC(=O)OC(C)(C)C)=O (2-(S)-tert-butoxycarbonylamino-3-thiazol-2-yl-propionic acid benzyl ester). RXN SMILES: [CH2:1]([O:8][C:9](=[O:23])[C@@H:10]([NH:15][C:16]([O:18][C:19]([CH3:22])([CH3:21])[CH3:20])=[O:17])[CH2:11][C:12](=[S:14])[NH2:13])[C:2]1[CH:7]=[CH:6][CH:5]=[CH:4][CH:3]=1.[CH2:24](OC(OCC)([O-])CBr)[CH3:25]>C(COC)OC>[CH2:1]([O:8][C:9](=[O:23])[C@@H:10]([NH:15][C:16]([O:18][C:19]([CH3:20])([CH3:22])[CH3:21])=[O:17])[CH2:11][C:12]1[S:14][CH:24]=[CH:25][N:13]=1)[C:2]1[CH:3]=[CH:4][CH:5]=[CH:6][CH:7]=1. Procedure: A 250 mL round bottom flask was charged with 2-(S)-tert-butoxycarbonylamino-3-thiocarbamoyl-propionic acid benzyl ester (1.0 g, 2.96 mmol), dimethoxyethane (66 mL), and bromoacetate diethylacetal (2.4 mL, 15.5 mmol). The flask containing the resulting mixture was fit with a reflux condenser and the mixture refluxed for 3 h. The resulting mixture was then concentrated in vacuo and the residue purified via flash silica gel chromatography (Analogix IF-280, SF65-400 g column, gradient 100:0-90:10 CH... The reactants are COC=1C=C(C=O)C=CC1OC (3,4 dimethoxybenzaldehyde), N1C=C(C2=CC=CC=C12)CC#N (3-indolylacetonitrile), C([O-])([O-])=O.[K+].[K+] (potassium carbonate), CaSO4. Reported procedure: To a stirred solution of 2.0 g (12.0 mmole) 3,4 dimethoxybenzaldehyde in 75 ml absolute ethanol are added 2.07 g (13.3 mmole) 3-indolylacetonitrile and 1.83 g (13.3 mmole) anhydrous potassium carbonate. The reaction flask is equipped with a condenser and a drying tube (using anhydrous CaSO4), and the reaction was stirred and heated. After refluxing for 24 hours, the reaction is allowed to cool to room temperature. The reaction mixture is filtered to remove the salts, and the solvent is removed b... Run in C(C)O (ethanol). RXN SMILES: [CH3:1][O:2][C:3]1[CH:4]=[C:5]([CH:8]=[CH:9][C:10]=1[O:11][CH3:12])[CH:6]=O.[NH:13]1[C:21]2[C:16](=[CH:17][CH:18]=[CH:19][CH:20]=2)[C:15]([CH2:22][C:23]#[N:24])=[CH:14]1.C(=O)([O-])[O-].[K+].[K+]>C(O)C>[NH:13]1[C:21]2[C:16](=[CH:17][CH:18]=[CH:19][CH:20]=2)[C:15]([C:22](=[CH:6][C:5]2[CH:8]=[CH:9][C:10]([O:11][CH3:12])=[C:3]([O:2][CH3:1])[CH:4]=2)[C:23]#[N:24])=[CH:14]1 |f:2.3.4|. Product: N1C=C(C2=CC=CC=C12)C(C#N)=CC1=CC(=C(C=C1)OC)OC (2-(3-indolyl)-3-(3,4-dimethoxy-phenyl)-2-propenenitrile). Starting materials: Cl.COC=1C=CC2=C(C=3C4CCCCC4CN(C3C=C2)C)C1 (11-methoxy-6- methyl-hexahydrobenzo[a]phenanthridine hydrochloride), Br (HBr). Product: Br.CN1[C@H]2CCC3=C([C@@H]2C=2C=CC=CC2C1)C=C(C=C3)O (Trans-6-methyl-11-hydroxy-5,6,6a,7,8,12b-hexahydrobenzo [a]phenanthridine hydrobromide). As a reaction SMILES: Cl.C[O:3][C:4]1[CH:5]=[CH:6][C:7]2[CH:20]=[CH:19][C:18]3[N:17]([CH3:21])[CH2:16][CH:15]4[CH:10]([CH2:11][CH2:12][CH2:13][CH2:14]4)[C:9]=3[C:8]=2[CH:22]=1.[BrH:23]>>[BrH:23].[CH3:21][N:17]1[CH2:16][C:15]2[CH:14]=[CH:13][CH:12]=[CH:11][C:10]=2[C@@H:9]2[C@@H:18]1[CH2:19][CH2:20][C:7]1[CH:6]=[CH:5][C:4]([OH:3])=[CH:22][C:8]=12 |f:0.1,3.4|. Procedure: (See FIG. 2) A suspension of 0.456 g. (1.44 mmol) of 11-methoxy-6- methyl-hexahydrobenzo[a]phenanthridine hydrochloride in 10 ml 48% HBr was heated for 2.5 hours at reflux under N2 in an oil bath. The heat was removed, and the reaction mixture was placed in the refrigerator overnight. The white precipitate was collected by suction filtration, and after washing the crystals on the filter with cold ethanol and ether, the product weighed 403 mg (80.6%), mp 251°-254° C. The filtrate was concentrated... The reactants are Cl (hydrochloric acid), C(C)(C)N(CC)C(C)C (diisopropylethylamine), COCCl (chloromethyl methyl ether), FC=1C(=C(C(=O)OCC)C(=C(C1)F)NC(=O)OCC)O (ethyl 3,5-difluoro-6-(N-ethoxycarbonylamino)-2-hydroxybenzoate). As a reaction SMILES: [F:1][C:2]1[C:3]([OH:20])=[C:4]([C:10]([NH:14][C:15]([O:17][CH2:18][CH3:19])=[O:16])=[C:11]([F:13])[CH:12]=1)[C:5]([O:7][CH2:8][CH3:9])=[O:6].C(N(C(C)C)CC)(C)C.[CH3:30][O:31][CH2:32]Cl.Cl>ClCCl>[F:1][C:2]1[C:3]([O:20][CH2:30][O:31][CH3:32])=[C:4]([C:10]([NH:14][C:15]([O:17][CH2:18][CH3:19])=[O:16])=[C:11]([F:13])[CH:12]=1)[C:5]([O:7][CH2:8][CH3:9])=[O:6]. Product: FC=1C(=C(C(=O)OCC)C(=C(C1)F)NC(=O)OCC)OCOC (ethyl 3,5-difluoro-6-(N-ethoxycarbonylamino)-2-methoxymethoxybenzoate). The solvent is ClCCl (dichloromethane). Run at temperature 0 celsius, time 20 minute. Procedure details: 5.72 g of the resulting ethyl 3,5-difluoro-6-(N-ethoxycarbonylamino)-2-hydroxybenzoate was dissolved in 70 ml of dichloromethane under argon atmosphere, 4.13 ml of diisopropylethylamine and 1.80 ml of chloromethyl methyl ether were added under ice-cooling and the mixture was stirred at 0 ° C. for 20 minutes. An aqueous dilute solution of hydrochloric acid was added to the reaction solution, the mixture was extracted with ether, the organic layer was washed with water and an aqueous saturated sol... The reactants are C1CCOC1, CN, CC(C)S(=O)(=O)Nc1ccsc1-c1ccc(-c2ccc(C=O)cc2)cc1, ClCCCl. The product is CNCc1ccc(-c2ccc(-c3sccc3NS(=O)(=O)C(C)C)cc2)cc1. RXN SMILES: [CH2:29]1[O:30][CH2:31][CH2:32][CH2:33]1.[CH3:27][NH2:28].[CH:1](=[O:2])[c:3]1[cH:4][cH:5][c:6](-[c:9]2[cH:10][cH:11][c:12](-[c:15]3[s:16][cH:17][cH:18][c:19]3[NH:20][S:21](=[O:22])(=[O:23])[CH:24]([CH3:25])[CH3:26])[cH:13][cH:14]2)[cH:7][cH:8]1.[Cl:34][CH2:35][CH2:36][Cl:37]>>[CH2:1]([c:3]1[cH:4][cH:5][c:6](-[c:9]2[cH:10][cH:11][c:12](-[c:15]3[s:16][cH:17][cH:18][c:19]3[NH:20][S:21](=[O:22])(=[O:23])[CH:24]([CH3:25])[CH3:26])[cH:13][cH:14]2)[cH:7][cH:8]1)[NH:28][CH3:27]. Reactants: CO, CCOC(=O)c1cc2c(Cl)ccc3c2n1CCCCC3O, O, O=S(=O)(O)O. The product is CCOC(=O)c1cc2c(Cl)ccc3c2n1CCCCC3OC. Reaction SMILES: [CH3:22][OH:23].[Cl:1][c:2]1[c:3]2[cH:4][c:5]([C:17](=[O:18])[O:19][CH2:20][CH3:21])[n:6]3[c:7]2[c:8]([cH:9][cH:10]1)[CH:11]([OH:16])[CH2:12][CH2:13][CH2:14][CH2:15]3.[OH2:29].[S:24](=[O:25])(=[O:26])([OH:27])[OH:28]>>[Cl:1][c:2]1[c:3]2[cH:4][c:5]([C:17](=[O:18])[O:19][CH2:20][CH3:21])[n:6]3[c:7]2[c:8]([cH:9][cH:10]1)[CH:11]([O:16][CH3:22])[CH2:12][CH2:13][CH2:14][CH2:15]3. Starting materials: ClC1=CC(=C(C=O)C=C1)[N+](=O)[O-] (4-Chloro-2-nitrobenzaldehyde), COC(=O)C=P(C1=CC=CC=C1)(C2=CC=CC=C2)C3=CC=CC=C3 (methyl (triphenylphosphoranylidene) acetate). Solvent: C1(=CC=CC=C1)C (toluene). Product: ClC1=CC(=C(C=C1)\C=C\C(=O)OC)[N+](=O)[O-] (Trans-4-Chloro-2-nitro-1-(2-methoxycarbonylethenyl)-benzene). The yield is 98.3%. As a reaction SMILES: [Cl:1][C:2]1[CH:9]=[CH:8][C:5]([CH:6]=O)=[C:4]([N+:10]([O-:12])=[O:11])[CH:3]=1.[CH3:13][O:14][C:15]([CH:17]=P(C1C=CC=CC=1)(C1C=CC=CC=1)C1C=CC=CC=1)=[O:16]>C1(C)C=CC=CC=1>[Cl:1][C:2]1[CH:9]=[CH:8][C:5](/[CH:6]=[CH:17]/[C:15]([O:14][CH3:13])=[O:16])=[C:4]([N+:10]([O-:12])=[O:11])[CH:3]=1. Procedure details: 4-Chloro-2-nitrobenzaldehyde (5 g, 0.027M) was dissolved in toluene (150 ml) with methyl (triphenylphosphoranylidene) acetate (9.91 g, 1.1 molar equivalents) and heated under reflux for 1h. The reaction mixture was concentrated under vacuum and the residue was purified by chromatography on silica gel using dichloromethane as eluent to give the required compound (6.4 g, 98%) as a solid. δ(360MHz, CDCl3) 3.83 (3H, s, CH3), 6.36 (1H, d, J=15.9Hz, CHA =CHB), 7.58 (1H, d, J=8.4Hz, 6H), 7.63 (1H, dd, ... Starting materials: N#CN.[Na] (monosodium cyanamide), C(C)(=O)NC1=CC=C(C=C1)N=O (4-(N-acetylamino)nitrosobenzene), ClN1C(CCC1=O)=O (N-chlorosuccinimide). Run in CN(C=O)C (dimethylformamide). Run at time 24 hour. Yields the product C(C)(=O)NC1=CC=C(C=C1)[N+]([O-])=NC#N (4-(N-acetylamino)phenyl ONN-azoxycyanide). Yield: 58.8%. As a reaction SMILES: [C:1]([NH:4][C:5]1[CH:10]=[CH:9][C:8]([N:11]=[O:12])=[CH:7][CH:6]=1)(=[O:3])[CH3:2].[N:13]#[C:14][NH2:15].[Na].ClN1C(=O)CCC1=O>CN(C)C=O>[C:1]([NH:4][C:5]1[CH:10]=[CH:9][C:8]([N+:11](=[N:15][C:14]#[N:13])[O-:12])=[CH:7][CH:6]=1)(=[O:3])[CH3:2] |f:1.2,^1:15|. Reported procedure: 4-(N-acetylamino)nitrosobenzene (1.64 g, 10.0 mmol) was dissolved in dimethylformamide (20 ml) and treated with monosodium cyanamide (1.0 g, 15.6 mmol). N-chlorosuccinimide (1.33 g, 10.0 mmol) was added and the mixture stirred for 24 hours at ambient temperature. The mixture was poured on ice-water (100 ml) and the precipitate filtered off to give 1.2 g 4-(N-acetylamino)phenyl ONN-azoxycyanide as a yellow powder, m.pt. 240°-242° C. (Yield: 58.8% of theoretical). The reactants are ClCCCCC(=O)N1CCCC(C2=C1C=CC=C2)=O (1-(5-Chloropentanoyl)-1,2,3,4-tetrahydro-5H-1-benzazepin-5-one), C(C)(C)(C)C1=NC(=CC(=N1)N1CCNCC1)C(F)(F)F (2-tert-butyl-4-piperazin-1-yl-6-(trifluoromethyl)pyrimidine), [Na+].[Br-] (NaBr), C(C)(C)N(CC)C(C)C (DIPEA). The yield is 40.8%. The product is C(C)(C)(C)C1=NC(=CC(=N1)N1CCN(CC1)CCCCC(=O)N1CCCC(C2=C1C=CC=C2)=O)C(F)(F)F (1-(5-{4-[2-tert-Butyl-6-(trifluoromethyl)pyrimidin-4-yl]piperazin-1-yl}pentanoyl)-1,2,3,4-tetrahydro-5H-1-benzazepin-5-one). Procedure: 1-(5-Chloropentanoyl)-1,2,3,4-tetrahydro-5H-1-benzazepin-5-one from Example 12a (1.43 mmol, 0.50 g), 2-tert-butyl-4-piperazin-1-yl-6-(trifluoromethyl)pyrimidine (1.43 mmol, 0.41 g, preparation according to DE 19735410), NaBr (7.14 mmol, 0.74 g), DIPEA (diisopropylethylamine) (14.01 mmol, 1.81 g) and N-methylpyrrolidinone (0.6 ml) were heated to 120° C. for 5 h. Subsequently, the reaction mixture was filtered and the resulting filtrate was concentrated to dryness. Afterward, ethyl acetate was add... Solvent: CN1C(CCC1)=O (N-methylpyrrolidinone). RXN SMILES: Cl[CH2:2][CH2:3][CH2:4][CH2:5][C:6]([N:8]1[C:14]2[CH:15]=[CH:16][CH:17]=[CH:18][C:13]=2[C:12](=[O:19])[CH2:11][CH2:10][CH2:9]1)=[O:7].[C:20]([C:24]1[N:29]=[C:28]([N:30]2[CH2:35][CH2:34][NH:33][CH2:32][CH2:31]2)[CH:27]=[C:26]([C:36]([F:39])([F:38])[F:37])[N:25]=1)([CH3:23])([CH3:22])[CH3:21].[Na+].[Br-].C(N(C(C)C)CC)(C)C>CN1CCCC1=O>[C:20]([C:24]1[N:29]=[C:28]([N:30]2[CH2:31][CH2:32][N:33]([CH2:2][CH2:3][CH2:4][CH2:5][C:6]([N:8]3[C:14]4[CH:15]=[CH:16][CH:17]=[CH:18][C:13]=4[C:12](=[O:19])[CH2:11][CH2:10][CH2:9]3)=[O:7])[CH2:34][CH2:35]2)[CH:27]=[C:26]([C:36]([F:37])([F:38])[F:39])[N:25]=1)([CH3:23])([CH3:21])[CH3:22] |f:2.3|. The reactants are CCN(CC)C(C)C, C1CCOC1, COc1ccc(-c2ccccc2)c2sc(N)cc12, Cc1ccc(CCl)cn1, CO, ClCCl, Cl. Yields the product COc1ccc(-c2ccccc2)c2sc(NC(=O)c3ccc(C)nc3)cc12. Reaction SMILES: [CH2:19]([N:20]([CH2:21][CH3:22])[CH:23]([CH3:24])[CH3:25])[CH3:26].[CH2:39]1[O:40][CH2:41][CH2:42][CH2:43]1.[CH3:1][O:2][c:3]1[cH:4][cH:5][c:6](-[c:13]2[cH:14][cH:15][cH:16][cH:17][cH:18]2)[c:7]2[s:8][c:9]([NH2:12])[cH:10][c:11]12.[CH3:28][c:29]1[n:30][cH:31][c:32]([CH2:33][Cl:34])[cH:35][cH:36]1.[CH3:37][OH:38].[Cl:44][CH2:45][Cl:46].[ClH:27]>>[CH3:1][O:2][c:3]1[cH:4][cH:5][c:6](-[c:13]2[cH:14][cH:15][cH:16][cH:17][cH:18]2)[c:7]2[s:8][c:9]([NH:12][C:33]([c:32]3[cH:31][n:30][c:29]([CH3:28])[cH:36][cH:35]3)=[O:38])[cH:10][c:11]12.